Dataset: the Open Reaction Database (ORD), a public repository of structured organic reaction records. Task: describe an organic reaction: reactants, conditions, products, and yield Reactants: CCc1nc(I)cn1CCN, Cc1ccc(OCC=O)cc1C. The product is CCc1nc(I)c2n1CCNC2COc1ccc(C)c(C)c1. Reaction SMILES: [CH2:1]([CH3:2])[c:3]1[n:4]([CH2:9][CH2:10][NH2:11])[cH:5][c:6]([I:8])[n:7]1.[CH3:12][c:13]1[cH:14][c:15]([O:16][CH2:17][CH:18]=[O:19])[cH:20][cH:21][c:22]1[CH3:23]>>[CH2:1]([CH3:2])[c:3]1[n:4]2[c:5]([c:6]([I:8])[n:7]1)[CH:18]([CH2:17][O:16][c:15]1[cH:14][c:13]([CH3:12])[c:22]([CH3:23])[cH:21][cH:20]1)[NH:11][CH2:10][CH2:9]2. The reactants are C(C)(=O)O (acetic acid), FC(C=1C=C(C(=O)Cl)C=CC1)(F)F (3-trifluoromethylbenzoyl chloride), C(C)(C)N(C(C)C)CC (N,N-diisopropylethylamine), BrC1=C(N(N=C1)C)C=1C=C(N)C=CC1OCC(C)([N+](=O)[O-])C (3-(4-bromo-2-methyl-2H-pyrazol-3-yl)-4-(2-methyl-2-nitropropoxy)aniline), [OH-].[NH4+] (ammonium hydroxide). The reagents and catalysts are [Zn] (zinc). Run in ClCCl (dichloromethane), ClCCl (dichloromethane). The product is NC(COC1=C(C=C(C=C1)NC(C1=CC(=CC=C1)C(F)(F)F)=O)C=1N(N=CC1Br)C)(C)C (N-[4-(2-Amino-2-methyl-propoxy)-3-(4-bromo-2-methyl-2H-pyrazol-3-yl)-phenyl]-3-trifluoromethyl-benzamide). Isolated yield 90.0%. As a reaction SMILES: [F:1][C:2]([F:13])([F:12])[C:3]1[CH:4]=[C:5]([CH:9]=[CH:10][CH:11]=1)[C:6](Cl)=[O:7].C(N(CC)C(C)C)(C)C.[Br:23][C:24]1[CH:28]=[N:27][N:26]([CH3:29])[C:25]=1[C:30]1[CH:31]=[C:32]([CH:34]=[CH:35][C:36]=1[O:37][CH2:38][C:39]([CH3:44])([N+:41]([O-])=O)[CH3:40])[NH2:33].C(O)(=O)C.[OH-].[NH4+]>ClCCl.[Zn]>[NH2:41][C:39]([CH3:44])([CH3:40])[CH2:38][O:37][C:36]1[CH:35]=[CH:34][C:32]([NH:33][C:6](=[O:7])[C:5]2[CH:9]=[CH:10][CH:11]=[C:3]([C:2]([F:13])([F:12])[F:1])[CH:4]=2)=[CH:31][C:30]=1[C:25]1[N:26]([CH3:29])[N:27]=[CH:28][C:24]=1[Br:23] |f:4.5|. Reported procedure: A solution of 3-trifluoromethylbenzoyl chloride (17 μl, 0.11 mmol), N,N-diisopropylethylamine (21 μl, 0.12 mmol) and 3-(4-bromo-2-methyl-2H-pyrazol-3-yl)-4-(2-methyl-2-nitropropoxy)aniline (37 mg, 0.10 mmol) in 0.5 mL of dichloromethane was stirred at room temperature. After 1 h the solution was diluted with dichloromethane, washed with 1M hydrochloric acid and saturated sodium bicarbonate, dried with sodium sulfate, filtered, and evaporated to dryness. The residue was taken up in methanol (0.4 ... The reactants are CC1(O[C@@H]2CO[C@@]3([C@H]([C@@H]2O1)OC(O3)(C)C)CO)C (2,3:4,5-bis-O-(1-methylethylidene)-β-D-fructopyranose), N1=CC=CC=C1 (pyridine), S(=O)(=O)(Cl)Cl (sulfuryl chloride). The solvent is C(Cl)Cl (methylene chloride), C(Cl)Cl (methylene chloride), C(Cl)Cl (methylene chloride). Yields the product CC1(O[C@@H]2CO[C@@]3([C@H]([C@@H]2O1)OC(O3)(C)C)COS(=O)(=O)N)C (2,3:4,5-bis-O-(1-methylethylidene)-β-D-fructopyranose sulfamate). Isolated yield 244.0%. RXN SMILES: [CH3:1][C:2]1([CH3:18])[O:10][C@@H:9]2[C@@H:4]([CH2:5][O:6][C@@:7]3([CH2:16][OH:17])[O:13][C:12]([CH3:15])([CH3:14])[O:11][C@H:8]32)[O:3]1.[N:19]1C=CC=CC=1.[S:25](Cl)(Cl)(=[O:27])=[O:26]>C(Cl)Cl>[CH3:1][C:2]1([CH3:18])[O:10][C@@H:9]2[C@@H:4]([CH2:5][O:6][C@@:7]3([CH2:16][O:17][S:25]([NH2:19])(=[O:27])=[O:26])[O:13][C:12]([CH3:14])([CH3:15])[O:11][C@H:8]32)[O:3]1. Procedure: Under nitrogen, a solution of the alcohol of Example 1 (15.0 g, 0.0576 mol) and pyridine (15 mL, 0.18 mol) in methylene chloride (60 mL) was cooled to -40° C. in a dry ice/isopropanol bath. With stirring, a solution of sulfuryl chloride (16.0 g, 0.118 mol) in methylene chloride (10 mL) was added gradually (approx. 50 minutes) so that the temperature did not exceed -25° C. The ice bath was removed as soon as the addition was complete and the reaction mixture stirred for an additional 2 h. During ... The reactants are BrC1=CC2=C(S1)CCCCC2=O (2-bromo-5,6,7,8-tetrahydro-4H-cyclohepta[b]thiophen-4-one), O1CCOCC1 (1,4-dioxane), N1=CC=C(C=C1)B(O)O (pyridine-4-boronic acid), C([O-])([O-])=O.[Cs+].[Cs+] (cesium carbonate), ClCCl (dichloromethane). Reagents/catalysts: C1=CC=C(C=C1)P([C-]2C=CC=C2)C3=CC=CC=C3.C1=CC=C(C=C1)P([C-]2C=CC=C2)C3=CC=CC=C3.Cl[Pd]Cl.[Fe+2] ([1,1′-bis(diphenylphosphino)ferrocene]dichloropalladium(II)). The solvent is O (water), C(C)(=O)OCC (ethyl acetate), O (water). Run at temperature 110 celsius. Yields the product N1=CC=C(C=C1)C1=CC2=C(S1)CCCCC2=O (2-pyridin-4-yl-5,6,7,8-tetrahydro-4H-cyclohepta[b]thiophen-4-one). Yield: 67.5%. As a reaction SMILES: Br[C:2]1[S:6][C:5]2[CH2:7][CH2:8][CH2:9][CH2:10][C:11](=[O:12])[C:4]=2[CH:3]=1.O1CCOCC1.[N:19]1[CH:24]=[CH:23][C:22](B(O)O)=[CH:21][CH:20]=1.C(=O)([O-])[O-].[Cs+].[Cs+].ClCCl>C(OCC)(=O)C.O.C1C=CC(P(C2C=CC=CC=2)[C-]2C=CC=C2)=CC=1.C1C=CC(P(C2C=CC=CC=2)[C-]2C=CC=C2)=CC=1.Cl[Pd]Cl.[Fe+2]>[N:19]1[CH:24]=[CH:23][C:22]([C:2]2[S:6][C:5]3[CH2:7][CH2:8][CH2:9][CH2:10][C:11](=[O:12])[C:4]=3[CH:3]=2)=[CH:21][CH:20]=1 |f:3.4.5,9.10.11.12|. Procedure details: To a pressure tube were added 2-bromo-5,6,7,8-tetrahydro-4H-cyclohepta[b]thiophen-4-one (2.15 g, 8.77 mmol), 1,4-dioxane (54.8 mL, 702 mmol), pyridine-4-boronic acid (1.40 g, 11.4 mmol), cesium carbonate (8.50 g, 26.0 mmol), [1,1′-bis(diphenylphosphino)ferrocene]dichloropalladium(II), complex with dichloromethane (1:1) (380 mg, 0.460 mmol) and water (7.90 mL, 439 mmol). The tube was sealed and the mixture was heated at 110° C. for 16 hr. The reaction mixture was allowed to cool to rt then dilute... Procedure: Hydrazine (4.0 ml, 125 mmol of 97%) was added dropwise, over a 2 hour period, to a stirred mixture of the captioned compound of Preparation 2 (19.9 g, 75.6 mmol), 5% palladium on carbon (10 g) and ethanol (750 ml) in a nitrogen atmosphere. The catalyst was filtered off through a celite pad that was washed with hot ethanol (2×300 ml). The combined filtrate and washings were concentrated to dryness in vacuo and the residue recrystallized from water:ethanol (1.5:1) giving 14.6 g of 2,3-dimethoxy-5-... Product: COC=1C(C2=CC=CC(=C2C(C1OC)=O)N)=O (2,3-dimethoxy-5-amino-1,4-naphthoquinone). Reagents/catalysts: [Pd] (palladium on carbon). RXN SMILES: [NH2:1]N.ClC1C=C(Cl)C=C[C:5]=1[O:6][C:7]1[C:8](=[O:30])[C:9]2[C:14]([C:15](=[O:26])[C:16]=1[O:17][C:18]1C=CC(Cl)=CC=1Cl)=[CH:13][C:12]([N+]([O-])=O)=[CH:11][CH:10]=2>[Pd].C(O)C>[CH3:5][O:6][C:7]1[C:8](=[O:30])[C:9]2[C:14]([C:15](=[O:26])[C:16]=1[O:17][CH3:18])=[C:13]([NH2:1])[CH:12]=[CH:11][CH:10]=2. The reactants are NN (Hydrazine), ClC1=C(OC=2C(C3=CC=C(C=C3C(C2OC2=C(C=C(C=C2)Cl)Cl)=O)[N+](=O)[O-])=O)C=CC(=C1)Cl (2,3-di(2,4-dichlorophenoxy)-6-nitro-1,4-naphthoquinone). The yield is 82.8%. Run in C(C)O (ethanol).